From a dataset of the Open Reaction Database (ORD), a public repository of structured organic reaction records. describe an organic reaction: reactants, conditions, products, and yield Starting materials: ClC1=CC2=C(C(=NO2)C2=C(C=C(C=C2)OC2=CC=C(C=C2)Cl)CCC)C=C1O (6-chloro-3-[4-(4-chlorophenoxy)-2-propylphenyl]-1,2-benzisoxazol-5-ol), C([C@H](O)C)(=O)OC (methyl (R)-lactate). The product is ClC1=CC2=C(C(=NO2)C2=C(C=C(C=C2)OC2=CC=C(C=C2)Cl)CCC)C=C1O[C@H](C(=O)O)C ((2S)-2-({6-chloro-3-[4-(4-chlorophenoxy)-2-propylphenyl]-1,2-benzisoxazol-5-yl}oxy)propanoic acid). RXN SMILES: [Cl:1][C:2]1[C:27]([OH:28])=[CH:26][C:5]2[C:6]([C:9]3[CH:14]=[CH:13][C:12]([O:15][C:16]4[CH:21]=[CH:20][C:19]([Cl:22])=[CH:18][CH:17]=4)=[CH:11][C:10]=3[CH2:23][CH2:24][CH3:25])=[N:7][O:8][C:4]=2[CH:3]=1.[C:29]([O:34]C)(=[O:33])[C@@H:30]([CH3:32])O>>[Cl:1][C:2]1[C:27]([O:28][C@@H:30]([CH3:32])[C:29]([OH:34])=[O:33])=[CH:26][C:5]2[C:6]([C:9]3[CH:14]=[CH:13][C:12]([O:15][C:16]4[CH:17]=[CH:18][C:19]([Cl:22])=[CH:20][CH:21]=4)=[CH:11][C:10]=3[CH2:23][CH2:24][CH3:25])=[N:7][O:8][C:4]=2[CH:3]=1. Reported procedure: The phenol from Step 6 of Example 5 (0.42 g, 1.0 mmol) and methyl (R)-lactate (0.16 g, 1.5 mmol) was reacted according the general procedure described in Step 11 of Example 1 to give the title compound as a white solid. The reactants are FC1=C(CO)C=C(C=C1)O (2-fluoro-5-hydroxybenzyl alcohol), ICCCCC (1-iodopentane), C[C@H]1N(CCNC1)C(=O)OCC1=C(C=CC(=C1)OCC=C)F ((R)-2-Fluoro-5-(2-propenyl)oxybenzyl 2-methylpiperazine-1-carboxylate). Product: C[C@H]1N(CCNC1)C(=O)OCC1=C(C=CC(=C1)OCCCCC)F ((R)-2-Fluoro-5-pentyloxybenzyl 2-methylpiperazine-1-carboxylate), product. Reaction SMILES: F[C:2]1C=CC(O)=C[C:3]=1CO.ICCCCC.[CH3:17][C@@H:18]1[CH2:23][NH:22][CH2:21][CH2:20][N:19]1[C:24]([O:26][CH2:27][C:28]1[CH:33]=[C:32]([O:34][CH2:35][CH:36]=[CH2:37])[CH:31]=[CH:30][C:29]=1[F:38])=[O:25]>>[CH3:17][C@@H:18]1[CH2:23][NH:22][CH2:21][CH2:20][N:19]1[C:24]([O:26][CH2:27][C:28]1[CH:33]=[C:32]([O:34][CH2:35][CH2:36][CH2:37][CH2:2][CH3:3])[CH:31]=[CH:30][C:29]=1[F:38])=[O:25]. Reported procedure: (R)-2-Fluoro-5-pentyloxybenzyl 2-methylpiperazine-1-carboxylate was prepared from 2-fluoro-5-hydroxybenzyl alcohol, 1-iodopentane and (R) 2-methylpiperazine resin according to the procedures described for Example 126 to give the product as a yellow oil: δH (400 MHz, DMSO-d6) 0.89 (3H, t, J 7.0 Hz), 1.24 (3H, d, J 7.1 Hz), 1.30–1.45 (4H, m), 1.70 (2H, pent, J 6.7 Hz), 2.90 (1H, m), 3.0–3.20 (4H, m), 3.92 (3H, m), 4.38 (1H, m), 5.07 (1H, d, J 12.5 Hz), 5.12 (1H, d, J 12.5 Hz), 6.93 (1H, m), 6.98 (... Starting materials: C(#N)[BH3-].[Na+] (Sodium cyanoborohydride), NC1=C(C=CC=C1)C=1NC2=CC=C(C=C2C1)OC (2-(2-aminophenyl)-5-methoxy-1H-indole), [OH-].[Na+] (NaOH). Run in C(C)(=O)O (acetic acid). Conditions: time 1 day. Yields the product NC1=C(C=CC=C1)C1NC2=CC=C(C=C2C1)OC (2-(2-Aminophenyl)-5-methoxy-2,3-dihydro-1H-indole). Isolated yield 99.5%. RXN SMILES: C([BH3-])#N.[Na+].[NH2:5][C:6]1[CH:11]=[CH:10][CH:9]=[CH:8][C:7]=1[C:12]1[NH:13][C:14]2[C:19]([CH:20]=1)=[CH:18][C:17]([O:21][CH3:22])=[CH:16][CH:15]=2.[OH-].[Na+]>C(O)(=O)C>[NH2:5][C:6]1[CH:11]=[CH:10][CH:9]=[CH:8][C:7]=1[CH:12]1[CH2:20][C:19]2[C:14](=[CH:15][CH:16]=[C:17]([O:21][CH3:22])[CH:18]=2)[NH:13]1 |f:0.1,3.4|. Reported procedure: Sodium cyanoborohydride (19.30 g) was added portionwise to a solution of 20.50 g 2-(2-aminophenyl)-5-methoxy-1H-indole in 1500 ml acetic acid at 15° C. The resulting solution was stirred at room temperature for one day. The reaction mixture was diluted and made basic by addition of 50% NaOH in ice. The mixture was extracted with ethyl acetate, and the extracts were washed with saturated NaCl solution and dried (MgSO4). Concentration yielded 20.56 g solid. Purification of a 10 g portion by HPLC y...